From a dataset of the Open Reaction Database (ORD), a public repository of structured organic reaction records. describe an organic reaction: reactants, conditions, products, and yield Starting materials: COC(=O)c1ccc(-c2nc3cc(C#N)cc(C(C)C)c3o2)cc1, CO, [Li+], C1CCOC1, [OH-], O, O. Yields the product CC(C)c1cc(C#N)cc2nc(-c3ccc(C(=O)O)cc3)oc12. As a reaction SMILES: [C:1](#[N:2])[c:3]1[cH:4][c:5]([CH:22]([CH3:23])[CH3:24])[c:6]2[c:7]([n:8][c:9](-[c:11]3[cH:12][cH:13][c:14]([C:15](=[O:16])[O:17][CH3:18])[cH:19][cH:20]3)[o:10]2)[cH:21]1.[CH3:30][OH:31].[Li+:34].[O:25]1[CH2:26][CH2:27][CH2:28][CH2:29]1.[OH-:33].[OH2:32].[OH2:35]>>[C:1](#[N:2])[c:3]1[cH:4][c:5]([CH:22]([CH3:23])[CH3:24])[c:6]2[c:7]([n:8][c:9](-[c:11]3[cH:12][cH:13][c:14]([C:15](=[O:16])[OH:17])[cH:19][cH:20]3)[o:10]2)[cH:21]1. Starting materials: BrC1=CC(=C(C=C1)C1=C(C=C(C=C1)Br)[N+](=O)[O-])[N+](=O)[O-] (4,4′-dibromo-2,2′-dinitro-biphenyl), C[O-].[Na+] (sodium methoxide), CO (Methanol), ice water. The solvent is CN(C)C=O (DMF). Reaction conditions: temperature 25 celsius, time 12 hour. Yields the product BrC1=CC(=C(C=C1)C1=C(C=C(C=C1)Br)[N+](=O)[O-])OC (4,4′-dibromo-2-methoxy-2′-nitro-biphenyl). Reaction SMILES: [Br:1][C:2]1[CH:7]=[CH:6][C:5]([C:8]2[CH:13]=[CH:12][C:11]([Br:14])=[CH:10][C:9]=2[N+:15]([O-:17])=[O:16])=[C:4]([N+]([O-])=O)[CH:3]=1.[CH3:21][O-:22].[Na+].CO>CN(C=O)C>[Br:1][C:2]1[CH:7]=[CH:6][C:5]([C:8]2[CH:13]=[CH:12][C:11]([Br:14])=[CH:10][C:9]=2[N+:15]([O-:17])=[O:16])=[C:4]([O:22][CH3:21])[CH:3]=1 |f:1.2|. Reported procedure: To the solution of 4,4′-dibromo-2,2′-dinitro-biphenyl (6.58 g, 16.5 mmol) in DMF (50 ml) at 0° C. was added a solution of sodium methoxide in Methanol (4.4 M, 4.5 ml, 19.8 mmol). The mixture was stirred at 25° C. for 12 hours and was poured into ice-water (140 ml). The mixture was extracted with EtOAc (2×). The combined organic phase was washed with water and brine and dried with Na2SO4. Concentration under reduced pressure gave pale solid. The re-crystallization from CH3CN/MeOH gave 4,4′-dibrom... Starting materials: C(C)(C)(C)OC(NC=1OCC[C@@](N1)(C)C1=C(C=CC(=C1)N)F)=O ([(S)-4-(5-amino-2-fluoro-phenyl)-4-methyl-5,6-dihydro-4H-[1,3]oxazin-2-yl]-carbamic acid tert-butyl ester), COC=1C(=NC=CC1)C(=O)O (3-methoxy-pyridine-2-carboxylic acid). Product: NC=1OCC[C@@](N1)(C)C=1C=C(C=CC1F)NC(=O)C1=NC=CC=C1OC (3-Methoxy-pyridine-2-carboxylic acid [3-((S)-2-amino-4-methyl-5,6-dihydro-4H-[1,3]oxazin-4-yl)-4-fluoro-phenyl]-amide). As a reaction SMILES: C(OC(=O)[NH:7][C:8]1[O:9][CH2:10][CH2:11][C@:12]([C:15]2[CH:20]=[C:19]([NH2:21])[CH:18]=[CH:17][C:16]=2[F:22])([CH3:14])[N:13]=1)(C)(C)C.[CH3:24][O:25][C:26]1[C:27]([C:32](O)=[O:33])=[N:28][CH:29]=[CH:30][CH:31]=1>>[NH2:7][C:8]1[O:9][CH2:10][CH2:11][C@:12]([C:15]2[CH:20]=[C:19]([NH:21][C:32]([C:27]3[C:26]([O:25][CH3:24])=[CH:31][CH:30]=[CH:29][N:28]=3)=[O:33])[CH:18]=[CH:17][C:16]=2[F:22])([CH3:14])[N:13]=1. Procedure: The coupling of [(S)-4-(5-amino-2-fluoro-phenyl)-4-methyl-5,6-dihydro-4H-[1,3]oxazin-2-yl]-carbamic acid tert-butyl ester from experiment F (R1=Me) and 3-methoxy-pyridine-2-carboxylic acid followed by deprotection using procedure H yielded the title compound. Reactants: 5a, C(Cl)(Cl)(Cl)Cl (carbon tetrachloride), C1(=CC=CC=C1)P(C1=CC=CC=C1)C1=CC=CC=C1 (triphenylphosphine), C(=O)(OCC)N(N=NCCO)C (3-carboethoxy-1-(2-hydroxyethyl)-3-methyltriazene). Conditions: time 4 hour. Solvent: CCCCC (pentane). As a reaction SMILES: C1(P(C2C=CC=CC=2)C2C=CC=CC=2)C=CC=CC=1.[C:20]([N:25]([CH3:31])[N:26]=[N:27][CH2:28][CH2:29]O)([O:22][CH2:23][CH3:24])=[O:21].C(Cl)(Cl)(Cl)[Cl:33]>CCCCC>[C:20]([N:25]([CH3:31])[N:26]=[N:27][CH2:28][CH2:29][Cl:33])([O:22][CH2:23][CH3:24])=[O:21]. Procedure details: 6a. A solution of triphenylphosphine (2.83 g, 1.08×10-2 mol) and 3-carboethoxy-1-(2-hydroxyethyl)-3-methyltriazene, 5a. (1.89 g, 1.08×10-2 mol) in 25 mL of carbon tetrachloride (dried over 3A molecular sieves) was refluxed overnight under nitrogen. The reaction mixture was cooled to room temperature and diluted with pentane (100 mL). After standing at 10° C. for four hours, the reaction mixture was filtered through a pad of Celite to remove precipitated triphenylphosphine oxide. The filtrate was... Product: C(=O)(OCC)N(N=NCCCl)C (3-carboethoxy-(2-chloroethyl)-3-methyltriazene), 6a. Reactants: CCOC(C)=O, COC(=O)c1c(N(C(=O)OCc2ccccc2)C(=O)c2ccc(C)cc2)csc1-c1ccc(C)cc1, CCO, ClCCl. Yields the product COC(=O)c1c(NC(=O)c2ccc(C)cc2)csc1-c1ccc(C)cc1. RXN SMILES: [C:40]([O:41][CH2:42][CH3:43])(=[O:44])[CH3:45].[CH2:1]([O:2][C:3](=[O:4])[N:11]([C:12]([c:13]1[cH:14][cH:15][c:16]([CH3:19])[cH:17][cH:18]1)=[O:20])[c:21]1[c:22]([C:33](=[O:34])[O:35][CH3:36])[c:23](-[c:26]2[cH:27][cH:28][c:29]([CH3:32])[cH:30][cH:31]2)[s:24][cH:25]1)[c:5]1[cH:6][cH:7][cH:8][cH:9][cH:10]1.[CH2:46]([OH:47])[CH3:48].[Cl:37][CH2:38][Cl:39]>>[NH:11]([C:12]([c:13]1[cH:14][cH:15][c:16]([CH3:19])[cH:17][cH:18]1)=[O:20])[c:21]1[c:22]([C:33](=[O:34])[O:35][CH3:36])[c:23](-[c:26]2[cH:27][cH:28][c:29]([CH3:32])[cH:30][cH:31]2)[s:24][cH:25]1. Reactants: C1(=CC=CC=C1)S(=O)(=O)C1CCNCC1 (4-(phenylsulfonyl)piperidine), CC(C)([O-])C.[Na+] (sodium t-butoxide), BrC1=CC=C(C=C1)C(C(F)(F)F)(C(F)(F)F)O (2-(4-bromophenyl)-1,1,1,3,3,3-hexafluoro-2-propanol), chloro(2-dicyclohexylphosphino-2′,6′-di-i-propoxy-1,1′-biphenyl)[2-(2-aminoethylphenyl)]palladium(II), COC(C)(C)C (methyl-t-butylether). As a reaction SMILES: [C:1]1([S:7]([CH:10]2[CH2:15][CH2:14][NH:13][CH2:12][CH2:11]2)(=[O:9])=[O:8])[CH:6]=[CH:5][CH:4]=[CH:3][CH:2]=1.CC(C)([O-])C.[Na+].Br[C:23]1[CH:28]=[CH:27][C:26]([C:29]([OH:38])([C:34]([F:37])([F:36])[F:35])[C:30]([F:33])([F:32])[F:31])=[CH:25][CH:24]=1.COC(C)(C)C>C1(C)C=CC=CC=1>[F:31][C:30]([F:32])([F:33])[C:29]([C:26]1[CH:25]=[CH:24][C:23]([N:13]2[CH2:12][CH2:11][CH:10]([S:7]([C:1]3[CH:6]=[CH:5][CH:4]=[CH:3][CH:2]=3)(=[O:9])=[O:8])[CH2:15][CH2:14]2)=[CH:28][CH:27]=1)([OH:38])[C:34]([F:35])([F:37])[F:36] |f:1.2|. Solvent: C1(=CC=CC=C1)C (toluene). Yield: 89.1%. Conditions: temperature 100 celsius. Product: FC(C(C(F)(F)F)(O)C1=CC=C(C=C1)N1CCC(CC1)S(=O)(=O)C1=CC=CC=C1)(F)F (1,1,1,3,3,3-hexafluoro-2-(4-(4-(phenylsulfonyl)piperidin-1-yl)phenyl)-2-propanol). Reported procedure: A 15-mL reaction vial was charged with 4-(phenylsulfonyl)piperidine (1.05 g, 4.66 mmol, BetaPharma, Brandford, Conn.), sodium t-butoxide (0.98 g, 10.24 mmol), 2-(4-bromophenyl)-1,1,1,3,3,3-hexafluoro-2-propanol (1.50 g, 4.66 mmol, Bioorg. Med. Chem. Lett. 2002, 12, 3009), chloro(2-dicyclohexylphosphino-2′,6′-di-i-propoxy-1,1′-biphenyl)[2-(2-aminoethylphenyl)]palladium(II), methyl-t-butylether adduct (RuPhos Palladacycle) (0.170 g, 0.233 mmol, Strem Chemicals, Inc, Newburyport, Mass.), and toluen... Reactants: [Mg] (magnesium), COC=1C=CC2=C(C=C(O2)C(=O)O)C1 (5-methoxy-benzofuran-2-carboxylic acid), [Mg] (magnesium). The solvent is CO (MeOH). Run at time 2 hour. The product is COC=1C=CC2=C(CC(O2)C(=O)O)C1 ((RS)-5-Methoxy-2,3-dihydro-benzofuran-2-carboxylic acid). The yield is 65.1%. RXN SMILES: [CH3:1][O:2][C:3]1[CH:4]=[CH:5][C:6]2[O:10][C:9]([C:11]([OH:13])=[O:12])=[CH:8][C:7]=2[CH:14]=1.[Mg]>CO>[CH3:1][O:2][C:3]1[CH:4]=[CH:5][C:6]2[O:10][CH:9]([C:11]([OH:13])=[O:12])[CH2:8][C:7]=2[CH:14]=1. Reported procedure: To a suspension of 5-methoxy-benzofuran-2-carboxylic acid (14 g, 72.8 mmol) in MeOH (600 ml) was added magnesium turnings (10.6 g, 437 mmol) and the mixture was vigorously mechanically stirred for 2 hr keeping the temperature below 30° C. After 2 hr, further magnesium was added (10.6 g, 437 mmol) and the mixture stirred a further 4 hr again maintaining the temperature below 30° C. After 6 hr. the mixture was concentrated to ˜100 ml and distilled H2O (600 ml) was added and the pH adjusted to 1-2 ... Reactants: CC(C)(C)OC(=O)NC1CCC(NC(=O)OCc2ccccc2)C(CO)C1, CN(C)C=O, CI. Yields the product COCC1CC(NC(=O)OC(C)(C)C)CCC1NC(=O)OCc1ccccc1. As a reaction SMILES: [CH2:1]([c:2]1[cH:3][cH:4][cH:5][cH:6][cH:7]1)[O:8][C:9](=[O:10])[NH:11][CH:12]1[CH:13]([CH2:26][OH:27])[CH2:14][CH:15]([NH:18][C:19]([O:20][C:21]([CH3:22])([CH3:23])[CH3:24])=[O:25])[CH2:16][CH2:17]1.[CH3:30][N:31]([CH3:32])[CH:33]=[O:34].[I:28][CH3:29]>>[CH2:1]([c:2]1[cH:3][cH:4][cH:5][cH:6][cH:7]1)[O:8][C:9](=[O:10])[NH:11][CH:12]1[CH:13]([CH2:26][O:27][CH3:29])[CH2:14][CH:15]([NH:18][C:19]([O:20][C:21]([CH3:22])([CH3:23])[CH3:24])=[O:25])[CH2:16][CH2:17]1. The reactants are CNC(=O)c1ccccc1Nc1nc(Cl)ncc1Cl, COc1cc2c(cc1N)CCN(CC(F)F)CC2. Yields the product CNC(=O)c1ccccc1Nc1nc(Nc2cc3c(cc2OC)CCN(CC(F)F)CC3)ncc1Cl. Reaction SMILES: [Cl:19][c:20]1[n:21][cH:22][c:23]([Cl:37])[c:24]([NH:26][c:27]2[c:28]([C:29](=[O:30])[NH:31][CH3:32])[cH:33][cH:34][cH:35][cH:36]2)[n:25]1.[F:1][CH:2]([CH2:3][N:4]1[CH2:5][CH2:6][c:7]2[c:8]([cH:11][c:12]([NH2:17])[c:13]([O:15][CH3:16])[cH:14]2)[CH2:9][CH2:10]1)[F:18]>>[F:1][CH:2]([CH2:3][N:4]1[CH2:5][CH2:6][c:7]2[c:8]([cH:11][c:12]([NH:17][c:20]3[n:21][cH:22][c:23]([Cl:37])[c:24]([NH:26][c:27]4[c:28]([C:29](=[O:30])[NH:31][CH3:32])[cH:33][cH:34][cH:35][cH:36]4)[n:25]3)[c:13]([O:15][CH3:16])[cH:14]2)[CH2:9][CH2:10]1)[F:18]. Starting materials: ClCCCC(CCCCC)OC(C)=O (1-chloro-4-acetoxynonane), [I-].[Na+] (sodium iodide). Solvent: CC(=O)C (acetone). Product: ICCCC(CCCCC)OC(C)=O (1-iodo-4-acetoxynonane). The yield is 97.5%. RXN SMILES: Cl[CH2:2][CH2:3][CH2:4][CH:5]([O:11][C:12](=[O:14])[CH3:13])[CH2:6][CH2:7][CH2:8][CH2:9][CH3:10].[I-:15].[Na+]>CC(C)=O>[I:15][CH2:2][CH2:3][CH2:4][CH:5]([O:11][C:12](=[O:14])[CH3:13])[CH2:6][CH2:7][CH2:8][CH2:9][CH3:10] |f:1.2|. Procedure: A mixture of 1-chloro-4-acetoxynonane (Ex. 1, Step B-3) (35.3 g., 0.16 mole) and sodium iodide (120 g., 0.8 mole) in acetone (350 ml.) is stirred and heated at reflux with exclusion of light for 10 hours. The resulting suspension is filtered and the collected sodium chloride washed with acetone. The combined filtrate and washings are evaporated in vacuo leaving a residual mass which is partitioned between ether and water. The organic extract is washed with dilute aqueous sodium thiosulfate and w...